This data is from the Open Reaction Database (ORD), a public repository of structured organic reaction records. The task is: describe an organic reaction: reactants, conditions, products, and yield Starting materials: N1(CCOCC1)CCN1CCC(CC1)=O (1-(2-(4-morpholinyl)ethyl)-4-piperidone), Cl.NO (hydroxylamine hydrochloride). The product is N1(CCOCC1)CCN1CCC(CC1)=NO (1-(2-(4-Morpholinyl)ethyl)-4-piperidone oxime). RXN SMILES: [N:1]1([CH2:7][CH2:8][N:9]2[CH2:14][CH2:13][C:12](=O)[CH2:11][CH2:10]2)[CH2:6][CH2:5][O:4][CH2:3][CH2:2]1.Cl.[NH2:17][OH:18]>>[N:1]1([CH2:7][CH2:8][N:9]2[CH2:14][CH2:13][C:12](=[N:17][OH:18])[CH2:11][CH2:10]2)[CH2:6][CH2:5][O:4][CH2:3][CH2:2]1 |f:1.2|. Procedure: 1-(2-(4-Morpholinyl)ethyl)-4-piperidone oxime is prepared from 1-(2-(4-morpholinyl)ethyl)-4-piperidone and hydroxylamine hydrochloride essentially as described above in Example 38, Scheme C, step b. Starting materials: C1CCCCC1, CCOC(=O)CC1(C)NCCc2c1[nH]c1ccccc21, CN=C=O. Product: CCOC(=O)CC1(C)c2[nH]c3ccccc3c2CCN1C(=O)NC. As a reaction SMILES: [CH2:25]1[CH2:26][CH2:27][CH2:28][CH2:29][CH2:30]1.[CH3:1][C:2]1([CH2:15][C:16](=[O:17])[O:18][CH2:19][CH3:20])[NH:3][CH2:4][CH2:5][c:6]2[c:7]1[nH:8][c:9]1[cH:10][cH:11][cH:12][cH:13][c:14]21.[CH3:21][N:22]=[C:23]=[O:24]>>[CH3:1][C:2]1([CH2:15][C:16](=[O:17])[O:18][CH2:19][CH3:20])[N:3]([C:23]([NH:22][CH3:21])=[O:24])[CH2:4][CH2:5][c:6]2[c:7]1[nH:8][c:9]1[cH:10][cH:11][cH:12][cH:13][c:14]21. Reactants: C(C)OC(=O)C1(C(C1)C=C)NC(=O)C1C(CC(C1)OC1=NC(=NC(=C1)OC)OC)C(N(C)CCCCC=C)=O (1-{[4-(2,6-Dimethoxy-pyrimidin-4-yloxy)-2-(hex-5-enyl-methyl-carbamoyl)-cyclopentanecarbonyl]-amino}-2-vinyl-cyclopropanecarboxylic acid ethyl ester). Reagents/catalysts: CC1=CC(=C(C(=C1)C)N2CCN(C2=[Ru](=CC3=C(C=CC=C3)OC(C)C)(Cl)Cl)C4=C(C=C(C=C4C)C)C)C (Hoveyda Grubbs 2nd generation). The solvent is ClCCCl (DCE). Product: C(C)OC(=O)C12NC(C3CC(CC3C(N(CCCCC=CC2C1)C)=O)OC1=NC(=NC(=C1)OC)OC)=O (17-(2,6-Dimethoxy-pyrimidin-4-yloxy)-13-methyl-2,14-dioxo-3,13-diaza-tricyclo[13.3.0.0*4,6*]octadec-7-ene-4-carboxylic acid ethyl ester). Yield: 49.1%. RXN SMILES: [CH2:1]([O:3][C:4]([C:6]1([NH:11][C:12]([CH:14]2[CH2:18][CH:17]([O:19][C:20]3[CH:25]=[C:24]([O:26][CH3:27])[N:23]=[C:22]([O:28][CH3:29])[N:21]=3)[CH2:16][CH:15]2[C:30](=[O:39])[N:31]([CH2:33][CH2:34][CH2:35][CH2:36][CH:37]=C)[CH3:32])=[O:13])[CH2:8][CH:7]1[CH:9]=C)=[O:5])[CH3:2]>CC1C=C(C)C(N2C(=[Ru](Cl)(Cl)=CC3C=CC=CC=3OC(C)C)N(C3C(C)=CC(C)=CC=3C)CC2)=C(C)C=1.ClCCCl>[CH2:1]([O:3][C:4]([C:6]12[CH2:8][CH:7]1[CH:9]=[CH:37][CH2:36][CH2:35][CH2:34][CH2:33][N:31]([CH3:32])[C:30](=[O:39])[CH:15]1[CH:14]([CH2:18][CH:17]([O:19][C:20]3[CH:25]=[C:24]([O:26][CH3:27])[N:23]=[C:22]([O:28][CH3:29])[N:21]=3)[CH2:16]1)[C:12](=[O:13])[NH:11]2)=[O:5])[CH3:2]. Reported procedure: The diolefin 18e (0.73 g, 1.34 mmol) was reacted with Hoveyda Grubbs 2nd generation catalyst (100 mg) in DCE (700 ml) according to the procedure described in Example 13 step d. Purification by column chromatography on silica gel gave the title compound, (0.34 g, 49%), (M+H)+517. Starting materials: COc1c(C)cnc(C(Br)C#N)c1C, CO, [Na+], [OH-], COc1ccc2nc(S)[nH]c2c1. Product: COc1ccc2nc(SC(C#N)c3ncc(C)c(OC)c3C)[nH]c2c1. As a reaction SMILES: [Br:15][CH:16]([C:17]#[N:18])[c:19]1[n:20][cH:21][c:22]([CH3:28])[c:23]([O:26][CH3:27])[c:24]1[CH3:25].[CH3:13][OH:14].[Na+:30].[OH-:29].[SH:1][c:2]1[nH:3][c:4]2[c:5]([n:6]1)[cH:7][cH:8][c:9]([O:11][CH3:12])[cH:10]2>>[S:1]([c:2]1[nH:3][c:4]2[c:5]([n:6]1)[cH:7][cH:8][c:9]([O:11][CH3:12])[cH:10]2)[CH:16]([C:17]#[N:18])[c:19]1[n:20][cH:21][c:22]([CH3:28])[c:23]([O:26][CH3:27])[c:24]1[CH3:25]. Reactants: N1=CC(=CC=C1)C=O (pyridine-3-carboxaldehyde), C(CC(=O)C)(=O)OCC (ethyl acetoacetate). Reagents/catalysts: [Pd] (palladium on charcoal). The solvent is CCOCC (ether). Conditions: time 22 hour. Product: N1=CC(=CC=C1)CC(C(=O)OCC)C(=O)C (ethyl α-(3-pyridylmethyl)acetoacetate). RXN SMILES: [N:1]1[CH:6]=[CH:5][CH:4]=[C:3]([CH:7]=O)[CH:2]=1.[C:9]([O:15][CH2:16][CH3:17])(=[O:14])[CH2:10][C:11]([CH3:13])=[O:12]>[Pd].CCOCC>[N:1]1[CH:6]=[CH:5][CH:4]=[C:3]([CH2:7][CH:10]([C:11]([CH3:13])=[O:12])[C:9]([O:15][CH2:16][CH3:17])=[O:14])[CH:2]=1. Procedure: A mixture of pyridine-3-carboxaldehyde (48 g), ethyl acetoacetate (52 g) aqueous piperidine acetate (40% 4.8 g) and 5% palladium on charcoal catalyst (50% wet, 2.48 g) was hydrogenated at 100 p.s.i. at 30° for 22 hours. The mixture was diluted with ether, filtered and the filtrate was evaporated and distilled under reduced pressure to give ethyl α-(3-pyridylmethyl)acetoacetate (b.p. 146°/1 mmHg). This ester was refluxed with thiourea and sodium ethoxide in ethanol, and the mixture was subsequent... Starting materials: NC1=C2CCN(CC2=CC=C1)C (5-amino-2-methyl-1,2,3,4-tetrahydroisoquinoline), C(C)(=O)NC1=CC(=C(C(=O)O)C=C1Cl)OCCC (4-acetylamino-5-chloro-2-propoxybenzoic acid). The product is CN1CC2=CC=CC(=C2CC1)NC(C1=C(C=C(C(=C1)Cl)NC(C)=O)OCCC)=O (N-(2-Methyl-1,2,3,4-tetrahydroiso quinolin-5-yl)-4-acetylamino-5-chloro-2-propoxy-benzamide). RXN SMILES: [NH2:1][C:2]1[CH:11]=[CH:10][CH:9]=[C:8]2[C:3]=1[CH2:4][CH2:5][N:6]([CH3:12])[CH2:7]2.[C:13]([NH:16][C:17]1[C:25]([Cl:26])=[CH:24][C:20]([C:21](O)=[O:22])=[C:19]([O:27][CH2:28][CH2:29][CH3:30])[CH:18]=1)(=[O:15])[CH3:14]>>[CH3:12][N:6]1[CH2:5][CH2:4][C:3]2[C:8](=[CH:9][CH:10]=[CH:11][C:2]=2[NH:1][C:21](=[O:22])[C:20]2[CH:24]=[C:25]([Cl:26])[C:17]([NH:16][C:13](=[O:15])[CH3:14])=[CH:18][C:19]=2[O:27][CH2:28][CH2:29][CH3:30])[CH2:7]1. Reported procedure: The title compound was prepared in an analogous manner to Example 1 from 5-amino-2-methyl-1,2,3,4-tetrahydroisoquinoline and 4-acetylamino-5-chloro-2-propoxybenzoic acid. Starting materials: OC1=C(C(=O)O)C=C(C(=N1)O)F (2,6-Dihydroxy-5-fluoronicotinic acid). Solvent: O1CCOCC1 (dioxane). Product: OC1=NC(=CC=C1F)O (2,6-dihydroxy-3-fluoropyridine). Yield: 98.3%. RXN SMILES: [OH:1][C:2]1[N:10]=[C:9]([OH:11])[C:8]([F:12])=[CH:7][C:3]=1C(O)=O>O1CCOCC1>[OH:11][C:9]1[C:8]([F:12])=[CH:7][CH:3]=[C:2]([OH:1])[N:10]=1. Procedure: 2,6-Dihydroxy-5-fluoronicotinic acid (2.25 g) was dissolved in dioxane (25 mL) and refluxed for 15 minutes. After being cooled, the solvent was evaporated to obtain Compound 4a (1.65 g). Yield: 99%1 H-NMR (DMSOd6, δPPM): 7.26 (1H, dd, J=7.7 Hz, J=11.0 Hz), 5.45 (1H, d, J=6.6 Hz)